This data is from the Open Reaction Database (ORD), a public repository of structured organic reaction records. The task is: describe an organic reaction: reactants, conditions, products, and yield The reactants are CCOC(=O)C1CCN(Cc2ccc(C(=O)N(C)CCN3CCC(OC(=O)Nc4ccccc4-c4ccccc4)CC3)cc2)CC1, CO, [Na+], [OH-]. Yields the product CN(CCN1CCC(OC(=O)Nc2ccccc2-c2ccccc2)CC1)C(=O)c1ccc(CN2CCC(C(=O)O)CC2)cc1. As a reaction SMILES: [CH2:3]([CH3:4])[O:5][C:6](=[O:7])[CH:8]1[CH2:9][CH2:10][N:11]([CH2:14][c:15]2[cH:16][cH:17][c:18]([C:21]([N:22]([CH3:23])[CH2:24][CH2:25][N:26]3[CH2:27][CH2:28][CH:29]([O:32][C:33]([NH:34][c:35]4[c:36](-[c:41]5[cH:42][cH:43][cH:44][cH:45][cH:46]5)[cH:37][cH:38][cH:39][cH:40]4)=[O:47])[CH2:30][CH2:31]3)=[O:48])[cH:19][cH:20]2)[CH2:12][CH2:13]1.[CH3:49][OH:50].[Na+:2].[OH-:1]>>[O:5]=[C:6]([OH:7])[CH:8]1[CH2:9][CH2:10][N:11]([CH2:14][c:15]2[cH:16][cH:17][c:18]([C:21]([N:22]([CH3:23])[CH2:24][CH2:25][N:26]3[CH2:27][CH2:28][CH:29]([O:32][C:33]([NH:34][c:35]4[c:36](-[c:41]5[cH:42][cH:43][cH:44][cH:45][cH:46]5)[cH:37][cH:38][cH:39][cH:40]4)=[O:47])[CH2:30][CH2:31]3)=[O:48])[cH:19][cH:20]2)[CH2:12][CH2:13]1.